This data is from the Open Reaction Database (ORD), a public repository of structured organic reaction records. The task is: describe an organic reaction: reactants, conditions, products, and yield Reactants: Brc1ccc2cnc(I)nc2c1, O=CO, CC(=O)[O-], CC(=O)[O-], CN(C)C=O, [Pd+2], c1ccc(P(c2ccccc2)c2ccccc2)cc1. Yields the product Brc1ccc2cncnc2c1. As a reaction SMILES: [Br:1][c:2]1[cH:3][cH:4][c:5]2[cH:6][n:7][c:8]([I:12])[n:9][c:10]2[cH:11]1.[CH:32]([OH:33])=[O:34].[O-:41][C:42]([CH3:43])=[O:44].[O-:45][C:46]([CH3:47])=[O:48].[O:35]=[CH:36][N:37]([CH3:38])[CH3:39].[Pd+2:40].[c:13]1([P:14]([c:15]2[cH:16][cH:17][cH:18][cH:19][cH:20]2)[c:21]2[cH:22][cH:23][cH:24][cH:25][cH:26]2)[cH:27][cH:28][cH:29][cH:30][cH:31]1>>[Br:1][c:2]1[cH:3][cH:4][c:5]2[cH:6][n:7][cH:8][n:9][c:10]2[cH:11]1.